This data is from the Open Reaction Database (ORD), a public repository of structured organic reaction records. The task is: describe an organic reaction: reactants, conditions, products, and yield The reactants are C1CCOC1, CCO, Nc1cc(C=CN2C(=O)c3ccccc3C2=O)cc(C(F)(F)F)c1. Product: Nc1cc(CCN2C(=O)c3ccccc3C2=O)cc(C(F)(F)F)c1. Reaction SMILES: [CH2:28]1[O:29][CH2:30][CH2:31][CH2:32]1.[CH3:25][CH2:26][OH:27].[NH2:1][c:2]1[cH:3][c:4]([CH:12]=[CH:13][N:14]2[C:15](=[O:24])[c:16]3[cH:17][cH:18][cH:19][cH:20][c:21]3[C:22]2=[O:23])[cH:5][c:6]([C:8]([F:9])([F:10])[F:11])[cH:7]1>>[NH2:1][c:2]1[cH:3][c:4]([CH2:12][CH2:13][N:14]2[C:15](=[O:24])[c:16]3[cH:17][cH:18][cH:19][cH:20][c:21]3[C:22]2=[O:23])[cH:5][c:6]([C:8]([F:9])([F:10])[F:11])[cH:7]1. Starting materials: C(C)(=O)O[BH-](OC(C)=O)OC(C)=O.[Na+] (sodium triacetoxyborohydride), NC=1C=C(C=NC1)C=1N(C2=CC=CC=C2C1)C (2-(5-amino-pyridin-3-yl)-1-methyl-1H-indole), C(C)OC(=O)C1(CCC1)C=O (1-formyl-cyclobutanecarboxylic acid ethyl ester), C(C)(=O)O (acetic acid). Solvent: ClCCl (dichloromethane), ClCCl (dichloromethane). Run at time 2 hour. Product: C(C)OC(=O)C1(CCC1)CNC=1C=NC=C(C1)C=1N(C2=CC=CC=C2C1)C (1-{[5-(1-methyl-1H-indol-2-yl)-pyridin-3-ylamino]-methyl}-cyclobutanecarboxylic acid ethyl ester). Reaction SMILES: [NH2:1][C:2]1[CH:3]=[C:4]([C:8]2[N:9]([CH3:17])[C:10]3[C:15]([CH:16]=2)=[CH:14][CH:13]=[CH:12][CH:11]=3)[CH:5]=[N:6][CH:7]=1.[CH2:18]([O:20][C:21]([C:23]1([CH:27]=O)[CH2:26][CH2:25][CH2:24]1)=[O:22])[CH3:19].C(O)(=O)C.C(O[BH-](OC(=O)C)OC(=O)C)(=O)C.[Na+]>ClCCl>[CH2:18]([O:20][C:21]([C:23]1([CH2:27][NH:1][C:2]2[CH:7]=[N:6][CH:5]=[C:4]([C:8]3[N:9]([CH3:17])[C:10]4[C:15]([CH:16]=3)=[CH:14][CH:13]=[CH:12][CH:11]=4)[CH:3]=2)[CH2:26][CH2:25][CH2:24]1)=[O:22])[CH3:19] |f:3.4|. Procedure details: To a solution of 2-(5-amino-pyridin-3-yl)-1-methyl-1H-indole (Example 100, 0.400 g, 1.756 mmol) and 1-formyl-cyclobutanecarboxylic acid ethyl ester (0.457 g, 2.633 mmol) in dichloromethane (13 mL) is added acetic acid (0.102 g, 1.756 mmol) and the mixture is refluxed. After 2 h, the mixture is cooled with an ice-water bath and sodium triacetoxyborohydride (1.175 g, 5.267 mmol) is added. After 13 h, the mixture is heated to reflux for 1.5 h, cooled to room temperature, diluted with dichloromethan... The reactants are C(C)(C)N(CC)C(C)C (diisopropylethylamine), FC(C1=CC=C(C=C1)NC=1C2=C(N=C(N1)COC)CNCC2)(F)F (N-(4-(trifluoromethyl)phenyl)-5,6,7,8-tetrahydro-2-(methoxymethyl)pyrido[3,4-d]pyrimidin-4-amine), ClC1=NC=CC=C1Cl (2,3-dichloropyridine). Run in O1CCOCC1 (dioxane), C(C)N(C(C)=O)CC (N,N-diethylacetamide). The product is ClC=1C(=NC=CC1)N1CC=2N=C(N=C(C2CC1)NC1=CC=C(C=C1)C(F)(F)F)COC (7-(3-Chloropyridin-2-yl)-N-(4-(trifluoromethyl)phenyl)-5,6,7,8-tetrahydro-2-(methoxymethyl)pyrido[3,4-d]pyrimidin-4-amine). Yield: 11.9%. As a reaction SMILES: C(N(C(C)C)CC)(C)C.[F:10][C:11]([F:33])([F:32])[C:12]1[CH:17]=[CH:16][C:15]([NH:18][C:19]2[C:20]3[CH2:31][CH2:30][NH:29][CH2:28][C:21]=3[N:22]=[C:23]([CH2:25][O:26][CH3:27])[N:24]=2)=[CH:14][CH:13]=1.Cl[C:35]1[C:40]([Cl:41])=[CH:39][CH:38]=[CH:37][N:36]=1>O1CCOCC1.C(N(CC)C(=O)C)C>[Cl:41][C:40]1[C:35]([N:29]2[CH2:30][CH2:31][C:20]3[C:19]([NH:18][C:15]4[CH:16]=[CH:17][C:12]([C:11]([F:10])([F:32])[F:33])=[CH:13][CH:14]=4)=[N:24][C:23]([CH2:25][O:26][CH3:27])=[N:22][C:21]=3[CH2:28]2)=[N:36][CH:37]=[CH:38][CH:39]=1. Procedure details: A mixture of diisopropylethylamine (490 mg, 3.8 mmol), N-(4-(trifluoromethyl)phenyl)-5,6,7,8-tetrahydro-2-(methoxymethyl)pyrido[3,4-d]pyrimidin-4-amine (˜1.9 mmol) and 2,3-dichloropyridine (562 mg, 3.8 mmol) in dioxane (5 mL) and N,N-diethylacetamide (1.0 mL) was irradiated in microwave at 180° C. for 10 h. Solvent was removed in vacuo and the residue was purified by column chromatography. The product was obtained as a beige solid (102 mg). The reactants are CCO, Cc1ccc([N+](=O)[O-])cc1COCC(F)(F)C(F)(F)F, NN, O. Product: Cc1ccc(N)cc1COCC(F)(F)C(F)(F)F. Reaction SMILES: [CH3:24][CH2:25][OH:26].[F:1][C:2]([CH2:3][O:4][CH2:5][c:6]1[cH:7][c:8]([N+:13]([O-:14])=[O:15])[cH:9][cH:10][c:11]1[CH3:12])([C:16]([F:17])([F:18])[F:19])[F:20].[NH2:22][NH2:23].[OH2:21]>>[F:1][C:2]([CH2:3][O:4][CH2:5][c:6]1[cH:7][c:8]([NH2:13])[cH:9][cH:10][c:11]1[CH3:12])([C:16]([F:17])([F:18])[F:19])[F:20]. The reactants are N1=C(NC2=C1C=CC=C2)C(=O)O (benzimidazolecarboxylic acid), amine, CN(C)C=O (DMF), CN(C)C(=[N+](C)C)ON1C2=C(C=CC=C2)N=N1.[B-](F)(F)(F)F (TBTU), C=1C=CC2=C(C1)N=NN2O (HOBT), CCN(C(C)C)C(C)C (DIPEA), CN(C)C=O (DMF), CN(C)C=O (DMF), acid. Run in O (water). Reaction conditions: time 3 hour. Product: N1=CC=C(C=C1)OC1=CC=C(C=C1)NC(=O)C1=NC2=C(N1)C=CC=C2C (N-[4-(pyridine-4-yloxy)phenyl]-4-methyl-1H-benzimidazole-2-carboxamide). RXN SMILES: [N:1]1[C:5]2[CH:6]=[CH:7][CH:8]=[CH:9][C:4]=2[NH:3][C:2]=1[C:10]([OH:12])=O.CN(C(ON1N=[N:28][C:23]2[CH:24]=[CH:25][CH:26]=[CH:27][C:22]1=2)=[N+](C)C)C.[B-](F)(F)(F)F.[CH:35]1C=CC2N(O)N=NC=2C=1.CC[N:47]([CH:51]([CH3:53])C)[CH:48]([CH3:50])C.CN([CH:57]=[O:58])C>O>[N:47]1[CH:48]=[CH:50][C:57]([O:58][C:26]2[CH:27]=[CH:22][C:23]([NH:28][C:10]([C:2]3[NH:1][C:5]4[CH:6]=[CH:7][CH:8]=[C:9]([CH3:35])[C:4]=4[N:3]=3)=[O:12])=[CH:24][CH:25]=2)=[CH:53][CH:51]=1 |f:1.2|. Procedure details: 0.064 mmol of benzimidazolecarboxylic acid 4f was dissolved in DMF together with 0.064 mmol of the amine 5a, a solution of TBTU (0.096 mmol) in DMF, HOBT (0.026 mmol) in DMF and 0.32 mmol of DIPEA were added successively, and the mixture was stirred at room temperature. After 3 hours, a further 0.3 eq. of acid was added, and the mixture was stirred overnight. The reaction mixture was diluted with water, and the resulting precipitate was filtered off with suction and washed with water.